The task is: describe an organic reaction: reactants, conditions, products, and yield. This data is from the Open Reaction Database (ORD), a public repository of structured organic reaction records. Starting materials: CC(=O)O, NC(=O)c1cc(Cl)ccc1[N+](=O)[O-], [Fe]. The product is NC(=O)c1cc(Cl)ccc1N. RXN SMILES: [CH3:15][C:16](=[O:17])[OH:18].[Cl:1][c:2]1[cH:3][cH:4][c:5]([N+:11]([O-:12])=[O:13])[c:6]([C:7](=[O:8])[NH2:9])[cH:10]1.[Fe:14]>>[Cl:1][c:2]1[cH:3][cH:4][c:5]([NH2:11])[c:6]([C:7](=[O:8])[NH2:9])[cH:10]1.